From a dataset of the Open Reaction Database (ORD), a public repository of structured organic reaction records. describe an organic reaction: reactants, conditions, products, and yield The reactants are CON=C1CCc2cc(N3CCCCC3)ccc21, CO, [H][H], N. Product: NC1CCc2cc(N3CCCCC3)ccc21. RXN SMILES: [CH3:1][O:2][N:3]=[C:4]1[CH2:5][CH2:6][c:7]2[cH:8][c:9]([N:13]3[CH2:14][CH2:15][CH2:16][CH2:17][CH2:18]3)[cH:10][cH:11][c:12]21.[CH3:22][OH:23].[H:20][H:21].[NH3:19]>>[NH2:3][CH:4]1[CH2:5][CH2:6][c:7]2[cH:8][c:9]([N:13]3[CH2:14][CH2:15][CH2:16][CH2:17][CH2:18]3)[cH:10][cH:11][c:12]21. Starting materials: CCOC(=O)C1(C(C)C)CC2COC(c3ccccc3)N2C1=O, Cc1ccccc1, [Na+], C1CCOC1, [OH-], O=C(O)CC(O)(CC(=O)O)C(=O)O. Yields the product CC(C)C1CC2COC(c3ccccc3)N2C1=O. As a reaction SMILES: [CH2:1]([O:2][C:3](=[O:4])[C:6]1([CH:21]([CH3:22])[CH3:23])[CH2:7][CH:8]2[N:9]([CH:10]([c:13]3[cH:14][cH:15][cH:16][cH:17][cH:18]3)[O:11][CH2:12]2)[C:19]1=[O:20])[CH3:5].[CH3:26][c:27]1[cH:28][cH:29][cH:30][cH:31][cH:32]1.[Na+:25].[O:46]1[CH2:47][CH2:48][CH2:49][CH2:50]1.[OH-:24].[OH:33][C:34]([CH2:35][C:36]([C:37](=[O:38])[OH:39])([CH2:40][C:41](=[O:42])[OH:43])[OH:44])=[O:45]>>[CH:6]1([CH:21]([CH3:22])[CH3:23])[CH2:7][CH:8]2[N:9]([CH:10]([c:13]3[cH:14][cH:15][cH:16][cH:17][cH:18]3)[O:11][CH2:12]2)[C:19]1=[O:20]. The reactants are COC(=O)c1cc(Cl)cc2c1NC(c1cccc(N3CCN(c4ccccc4C)CC3)c1)C(C)(C)C2, CO, Cl, [Li+], C1CCOC1, [OH-], O, O. Yields the product Cc1ccccc1N1CCN(c2cccc(C3Nc4c(cc(Cl)cc4C(=O)O)CC3(C)C)c2)CC1. As a reaction SMILES: [CH3:1][O:2][C:3](=[O:4])[c:5]1[cH:6][c:7]([Cl:36])[cH:8][c:9]2[c:14]1[NH:13][CH:12]([c:15]1[cH:16][c:17]([N:21]3[CH2:22][CH2:23][N:24]([c:27]4[c:28]([CH3:33])[cH:29][cH:30][cH:31][cH:32]4)[CH2:25][CH2:26]3)[cH:18][cH:19][cH:20]1)[C:11]([CH3:34])([CH3:35])[CH2:10]2.[CH3:42][OH:43].[ClH:41].[Li+:39].[O:44]1[CH2:45][CH2:46][CH2:47][CH2:48]1.[OH-:38].[OH2:37].[OH2:40]>>[O:2]=[C:3]([OH:4])[c:5]1[cH:6][c:7]([Cl:36])[cH:8][c:9]2[c:14]1[NH:13][CH:12]([c:15]1[cH:16][c:17]([N:21]3[CH2:22][CH2:23][N:24]([c:27]4[c:28]([CH3:33])[cH:29][cH:30][cH:31][cH:32]4)[CH2:25][CH2:26]3)[cH:18][cH:19][cH:20]1)[C:11]([CH3:34])([CH3:35])[CH2:10]2. The reactants are N1CCCC1 (Pyrrolidine), P(=O)([O-])([O-])[O-].[K+].[K+].[K+] (potassium phosphate), FC(S(=O)(=O)OC=1C=C(C(=O)OC)C=C(C1)C1=NN=NN1COCC[Si](C)(C)C)(F)F (methyl 3-{[(trifluoromethyl)-sulfonyl]oxy}-5-[({[2-(trimethylsilyl)ethyl]oxy}methyl)tetrazol-5-yl]benzoate). The reagents and catalysts are C=1C=CC(=CC1)/C=C/C(=O)/C=C/C2=CC=CC=C2.C=1C=CC(=CC1)/C=C/C(=O)/C=C/C2=CC=CC=C2.C=1C=CC(=CC1)/C=C/C(=O)/C=C/C2=CC=CC=C2.[Pd].[Pd] (Pd2(dba)3). Run in COCCOC (DME). Reaction conditions: temperature 85 celsius, time 4 hour. Product: C(C)OCN1N=NN=C1C=1C=C(C(=O)OC)C=C(C1)N1CCCC1 (Methyl 3-{[ethoxymethyl]tetrazol-5-yl}-5-pyrrolidin-1-ylbenzoate). As a reaction SMILES: [NH:1]1[CH2:5][CH2:4][CH2:3][CH2:2]1.P([O-])([O-])([O-])=O.[K+].[K+].[K+].FC(F)(F)S(O[C:20]1[CH:21]=[C:22]([CH:27]=[C:28]([C:30]2[N:34]([CH2:35][O:36][CH2:37][CH2:38][Si](C)(C)C)[N:33]=[N:32][N:31]=2)[CH:29]=1)[C:23]([O:25][CH3:26])=[O:24])(=O)=O>C1C=CC(/C=C/C(/C=C/C2C=CC=CC=2)=O)=CC=1.C1C=CC(/C=C/C(/C=C/C2C=CC=CC=2)=O)=CC=1.C1C=CC(/C=C/C(/C=C/C2C=CC=CC=2)=O)=CC=1.[Pd].[Pd].COCCOC>[CH2:37]([O:36][CH2:35][N:34]1[C:30]([C:28]2[CH:27]=[C:22]([CH:21]=[C:20]([N:1]3[CH2:5][CH2:4][CH2:3][CH2:2]3)[CH:29]=2)[C:23]([O:25][CH3:26])=[O:24])=[N:31][N:32]=[N:33]1)[CH3:38] |f:1.2.3.4,6.7.8.9.10|. Procedure details: Pyrrolidine (41 mg), Pd2(dba)3 (35 mg), tBu2-P-Ph-Ph (23 mg) and potassium phosphate (241 mg) were added in that order to a DME (5 mL) solution of methyl 3-{[(trifluoromethyl)-sulfonyl]oxy}-5-[({[2-(trimethylsilyl)ethyl]oxy}methyl)tetrazol-5-yl]benzoate (183 mg), and stirred at 85° C. for 4 hours. The reaction liquid was filtered through Celite, the solvent was evaporated away, the residue was diluted with ethyl acetate, water was added thereto, and the solution was extracted with ethyl acetate.... The reactants are Cc1ccsc1CN1CCC2(CC1)CCN(Cc1ccc(CN(C(=O)[O-])C(C)(C)C)cc1)C2, CO, Cl, C1COCCO1. The product is Cc1ccsc1CN1CCC2(CC1)CCN(Cc1ccc(CN)cc1)C2. RXN SMILES: [C:1]([N:5]([C:2](=[O:3])[O-:4])[CH2:9][c:10]1[cH:11][cH:12][c:13]([CH2:16][N:17]2[CH2:18][C:19]3([CH2:20][CH2:21]2)[CH2:22][CH2:23][N:24]([CH2:27][c:28]2[s:29][cH:30][cH:31][c:32]2[CH3:33])[CH2:25][CH2:26]3)[cH:14][cH:15]1)([CH3:6])([CH3:7])[CH3:8].[CH3:41][OH:42].[ClH:40].[O:34]1[CH2:35][CH2:36][O:37][CH2:38][CH2:39]1>>[NH2:5][CH2:9][c:10]1[cH:11][cH:12][c:13]([CH2:16][N:17]2[CH2:18][C:19]3([CH2:20][CH2:21]2)[CH2:22][CH2:23][N:24]([CH2:27][c:28]2[s:29][cH:30][cH:31][c:32]2[CH3:33])[CH2:25][CH2:26]3)[cH:14][cH:15]1. The yield is 1.8%. The reactants are ClC1=C2C(=NC=C1C#C[C@@H](C)O)C=CS2 ((2R)-4-(7-chlorothieno[3,2-b]pyridin-6-yl)but-3-yn-2-ol), Cl.N[C@@H]1CC[C@H](CC1)CC#N ((trans-4-aminocyclohexyl)acetonitrile hydrochloride), C([O-])([O-])=O.[Cs+].[Cs+] (cesium carbonate), CC1(C2=CC=CC(=C2OC=2C(=CC=CC12)P(C1=CC=CC=C1)C1=CC=CC=C1)P(C1=CC=CC=C1)C1=CC=CC=C1)C ((9,9-dimethyl-9H-xanthene-4,5-diyl)bis(diphenylphosphine)). Procedure details: A mixture of (2R)-4-(7-chlorothieno[3,2-b]pyridin-6-yl)but-3-yn-2-ol (0.055 g, 0.23 mmol), (trans-4-aminocyclohexyl)acetonitrile hydrochloride (0.040 g, 0.23 mmol), cesium carbonate (0.19 g, 0.58 mmol), palladium acetate (5.2 mg, 0.023 mmol) and (9,9-dimethyl-9H-xanthene-4,5-diyl)bis(diphenylphosphine) (27 mg, 0.046 mmol) in toluene (1.1 mL) was purged with N2 for 3 times. The resulting mixture was stirred at 100° C. for 2 h, then at 120° C. for 2 h. The mixture was filtered. The filtrate was co... Yields the product O[C@H](C)C1=CC=2C(=C3C(=NC2)C=CS3)N1[C@@H]1CC[C@H](CC1)CC#N ((trans-4-{7-[(1R)-1-Hydroxyethyl]-8H-pyrrolo[2,3-d]thieno[3,2-b]pyridin-8-yl}cyclohexyl)acetonitrile). The solvent is C1(=CC=CC=C1)C (toluene). The reagents and catalysts are C(C)(=O)[O-].[Pd+2].C(C)(=O)[O-] (palladium acetate). Conditions: temperature 100 celsius, time 2 hour. As a reaction SMILES: Cl[C:2]1[C:7]([C:8]#[C:9][C@H:10]([OH:12])[CH3:11])=[CH:6][N:5]=[C:4]2[CH:13]=[CH:14][S:15][C:3]=12.Cl.[NH2:17][C@H:18]1[CH2:23][CH2:22][C@H:21]([CH2:24][C:25]#[N:26])[CH2:20][CH2:19]1.C(=O)([O-])[O-].[Cs+].[Cs+].CC1(C)C2C=CC=C(P(C3C=CC=CC=3)C3C=CC=CC=3)C=2OC2C1=CC=CC=2P(C1C=CC=CC=1)C1C=CC=CC=1>C1(C)C=CC=CC=1.C([O-])(=O)C.[Pd+2].C([O-])(=O)C>[OH:12][C@@H:10]([C:9]1[N:17]([C@H:18]2[CH2:23][CH2:22][C@H:21]([CH2:24][C:25]#[N:26])[CH2:20][CH2:19]2)[C:2]2=[C:3]3[S:15][CH:14]=[CH:13][C:4]3=[N:5][CH:6]=[C:7]2[CH:8]=1)[CH3:11] |f:1.2,3.4.5,8.9.10|. The reactants are NC1=CC=C(C=C1)C(CC)=O (p-aminopropiophenone), Cl.N(C1=CC=CC=C1)C1=CC(=NC2=CC=C3C(=C12)NC=N3)C (9-Anilino-7-methyl-1H-imidazo[4,5-f]quinoline Hydrochloride). Run in C(C)O (ethanol). Run at time 8 hour. The product is Cl.C(CC)(=O)C1=CC=C(NC2=CC(=NC3=CC=C4C(=C23)NC=N4)C)C=C1 (9-(p-Propionylanilino)-7-methyl-1H-imidazo[4,5-f]quinoline Hydrochloride). Reaction SMILES: [NH2:1][C:2]1[CH:7]=[CH:6][C:5]([C:8](=[O:11])[CH2:9][CH3:10])=[CH:4][CH:3]=1.[ClH:12].N([C:20]1[C:29]2[C:24](=[CH:25][CH:26]=[C:27]3[N:32]=[CH:31][NH:30][C:28]3=2)[N:23]=[C:22]([CH3:33])[CH:21]=1)C1C=CC=CC=1>C(O)C>[ClH:12].[C:8]([C:5]1[CH:4]=[CH:3][C:2]([NH:1][C:20]2[C:29]3[C:24](=[CH:25][CH:26]=[C:27]4[N:32]=[CH:31][NH:30][C:28]4=3)[N:23]=[C:22]([CH3:33])[CH:21]=2)=[CH:7][CH:6]=1)(=[O:11])[CH2:9][CH3:10] |f:1.2,4.5|. Procedure details: A mixture containing 14.9 g. (0.1 m) of p-aminopropiophenone 21.7 g. (0.1 m.) of the compound of Example I, C. and 500 ml. of ethanol was refluxed with stirring overnight. It was then concentrated in vacuo to give 34 g. m.p. 287°-289°, complete 320°C. The crude product was recrystallized from 1000 ml. of MeOH to yield 27 g.m.p. softens 318°, melts 328°-330°C. Reactants: CCOC(C)=O, CCN(C(C)C)C(C)C, ClC(Cl)Cl, Cl, Cl, O=c1cc(OS(=O)(=O)C(F)(F)F)c2cc(OC(F)F)ccc2o1, NC1CCN(Cc2ccc3ccccc3c2)CC1. The product is O=c1cc(NC2CCN(Cc3ccc4ccccc4c3)CC2)c2cc(OC(F)F)ccc2o1. Reaction SMILES: [CH3:57][CH2:58][O:59][C:60]([CH3:61])=[O:62].[CH:44]([N:45]([CH2:46][CH3:47])[CH:48]([CH3:49])[CH3:50])([CH3:51])[CH3:52].[Cl:53][CH:54]([Cl:55])[Cl:56].[ClH:24].[ClH:25].[F:1][CH:2]([O:3][c:4]1[cH:5][c:6]2[c:7]([O:15][S:16]([C:17]([F:18])([F:19])[F:20])(=[O:21])=[O:22])[cH:8][c:9](=[O:14])[o:10][c:11]2[cH:12][cH:13]1)[F:23].[cH:26]1[c:27]([CH2:36][N:37]2[CH2:38][CH2:39][CH:40]([NH2:43])[CH2:41][CH2:42]2)[cH:28][cH:29][c:30]2[cH:31][cH:32][cH:33][cH:34][c:35]12>>[F:1][CH:2]([O:3][c:4]1[cH:5][c:6]2[c:7]([NH:43][CH:40]3[CH2:39][CH2:38][N:37]([CH2:36][c:27]4[cH:26][c:35]5[c:30]([cH:29][cH:28]4)[cH:31][cH:32][cH:33][cH:34]5)[CH2:42][CH2:41]3)[cH:8][c:9](=[O:14])[o:10][c:11]2[cH:12][cH:13]1)[F:23]. Reported procedure: To a suspension of zinc dust (0.66 g, 10 mmol) in THF (1.0 mL) was added 1,2-dibromoethane (86 μL, 1 mmol)) at room temperature. This suspension was heated to 60-65° C. with a heat gun until evolution of ethylene gas ceased. Then, the suspension was cooled to room temperature and trimethylchlorosilane (0.126 mL, 1 mmol)) was added and the mixture was stirred for 15 min. A mixture of 1,4-dimethyl-3-iodo-2(1H)-pyridone and 1,4-dimethyl-5-iodo-2(1H)-pyridone (0.92 g, 3.69 mmol) in DMA (3 mL) was wa... The yield is 14.0%. The reagents and catalysts are C=1C=CC(=CC1)/C=C/C(=O)/C=C/C2=CC=CC=C2.C=1C=CC(=CC1)/C=C/C(=O)/C=C/C2=CC=CC=C2.[Pd] (Pd(dba)2), [Zn] (zinc), [Zn] (zinc). Product: COC([C@@H](NC(=O)OC(C)(C)C)CC1=CC=C(C=C1)C=1C(N(C=CC1C)C)=O)=O (N-[(1,1-dimethylethoxyl)carbonyl]-4-(1,4-dimethyl-2-oxo-3-pyridinyl)-L-phenylalanine methyl ester). Reaction conditions: time 15 minute. Reactants: O1C(=CC=C1)P(C=1OC=CC1)C=1OC=CC1 (trifurylphosphine), COC([C@@H](NC(=O)OC(C)(C)C)CC1=CC=C(C=C1)I)=O (N-[(1,1-dimethylethoxy)carbonyl]-4-iodo-L-phenylalanine methyl ester), BrCCBr (1,2-dibromoethane), CN1C(C(=C(C=C1)C)I)=O (1,4-dimethyl-3-iodo-2(1H)-pyridone), CN1C(C=C(C(=C1)I)C)=O (1,4-dimethyl-5-iodo-2(1H)-pyridone), [Cl-].[NH4+] (ammonium chloride), C=C (ethylene), C[Si](Cl)(C)C (trimethylchlorosilane). Reaction SMILES: BrCCBr.C=C.C[Si](C)(C)Cl.[CH3:12][N:13]1[CH:18]=[CH:17][C:16]([CH3:19])=[C:15](I)[C:14]1=[O:21].CN1C=C(I)C(C)=CC1=O.O1C=CC=C1P(C1OC=CC=1)C1OC=CC=1.[CH3:48][O:49][C:50](=[O:68])[C@H:51]([CH2:60][C:61]1[CH:66]=[CH:65][C:64](I)=[CH:63][CH:62]=1)[NH:52][C:53]([O:55][C:56]([CH3:59])([CH3:58])[CH3:57])=[O:54].[Cl-].[NH4+]>C1COCC1.CC(N(C)C)=O.[Zn].C1C=CC(/C=C/C(/C=C/C2C=CC=CC=2)=O)=CC=1.C1C=CC(/C=C/C(/C=C/C2C=CC=CC=2)=O)=CC=1.[Pd]>[CH3:48][O:49][C:50](=[O:68])[C@H:51]([CH2:60][C:61]1[CH:62]=[CH:63][C:64]([C:15]2[C:14](=[O:21])[N:13]([CH3:12])[CH:18]=[CH:17][C:16]=2[CH3:19])=[CH:65][CH:66]=1)[NH:52][C:53]([O:55][C:56]([CH3:59])([CH3:57])[CH3:58])=[O:54] |f:7.8,12.13.14|. Run in C1CCOC1 (THF), C1CCOC1 (THF), CC(=O)N(C)C (DMA). Starting materials: [Na+], [OH-], O, OO, Sc1nc2cnc3ccccc3c2s1. Yields the product c1ccc2c(c1)ncc1ncsc12. Reaction SMILES: [Na+:16].[OH-:15].[OH2:19].[OH:17][OH:18].[s:1]1[c:2]([SH:14])[n:3][c:4]2[cH:5][n:6][c:7]3[cH:8][cH:9][cH:10][cH:11][c:12]3[c:13]12>>[s:1]1[cH:2][n:3][c:4]2[cH:5][n:6][c:7]3[cH:8][cH:9][cH:10][cH:11][c:12]3[c:13]12.